Dataset: the Open Reaction Database (ORD), a public repository of structured organic reaction records. Task: describe an organic reaction: reactants, conditions, products, and yield The reactants are C(#N)[C@H](CC1=CC=C(C=C1)I)NC(=O)[C@H]1N(CCCC1)C(=O)OC(C)(C)C ((S)-tert-Butyl 2-((S)-1-cyano-2-(4-iodophenyl)ethylcarbamoyl)piperidine-1-carboxylate), [Si](C)(C)(C(C)(C)C)OCCNS(=O)(=O)C1=CC=C(C=C1)B(O)O (4-(N-(2-(tert-butyldimethylsilyloxy)ethyl)sulfamoyl)-phenylboronic acid), C([O-])([O-])=O.[K+].[K+] (Potassium carbonate). Reagents/catalysts: C1=CC=C(C=C1)P(CCP(C2=CC=CC=C2)C3=CC=CC=C3)C4=CC=CC=C4.C1=CC=C(C=C1)P(CCP(C2=CC=CC=C2)C3=CC=CC=C3)C4=CC=CC=C4.[Pd] (bis[1,2-bis(diphenylphosphino)ethane]palladium (0)). Run in O1CCOCC1 (dioxane). Conditions: temperature 75 celsius, time 10 minute. Yields the product C(#N)[C@H](CC1=CC=C(C=C1)C1=CC=C(C=C1)S(NCCO)(=O)=O)NC(=O)[C@H]1NCCCC1 ((S)-N-((S)-1-Cyano-2-(4′-(N-(2-hydroxyethyl)sulfamoyl)biphenyl-4-yl)ethyl)piperidine-2-carboxamide). Isolated yield 17.6%. As a reaction SMILES: [C:1]([C@@H:3]([NH:12][C:13]([C@@H:15]1[CH2:20][CH2:19][CH2:18][CH2:17][N:16]1C(OC(C)(C)C)=O)=[O:14])[CH2:4][C:5]1[CH:10]=[CH:9][C:8](I)=[CH:7][CH:6]=1)#[N:2].[Si]([O:35][CH2:36][CH2:37][NH:38][S:39]([C:42]1[CH:47]=[CH:46][C:45](B(O)O)=[CH:44][CH:43]=1)(=[O:41])=[O:40])(C(C)(C)C)(C)C.C(=O)([O-])[O-].[K+].[K+]>C1C=CC(P(C2C=CC=CC=2)CCP(C2C=CC=CC=2)C2C=CC=CC=2)=CC=1.C1C=CC(P(C2C=CC=CC=2)CCP(C2C=CC=CC=2)C2C=CC=CC=2)=CC=1.[Pd].O1CCOCC1>[C:1]([C@@H:3]([NH:12][C:13]([C@@H:15]1[CH2:20][CH2:19][CH2:18][CH2:17][NH:16]1)=[O:14])[CH2:4][C:5]1[CH:6]=[CH:7][C:8]([C:45]2[CH:44]=[CH:43][C:42]([S:39](=[O:40])(=[O:41])[NH:38][CH2:37][CH2:36][OH:35])=[CH:47][CH:46]=2)=[CH:9][CH:10]=1)#[N:2] |f:2.3.4,5.6.7|. Reported procedure: (S)-tert-Butyl 2-((S)-1-cyano-2-(4-iodophenyl)ethylcarbamoyl)piperidine-1-carboxylate (0.15 g) and bis[1,2-bis(diphenylphosphino)ethane]palladium (0) (2.80 mg, 3.10 μmol) were added to dioxane (3 mL) and 4-(N-(2-(tert-butyldimethylsilyloxy)ethyl)sulfamoyl)-phenylboronic acid (0.167 g) was added to the mixture which was then stirred, under nitrogen, for 10 min. Potassium carbonate (2M solution) (0.310 mL) was added and the reaction mixture was heated at 75° C. for 3 h. The reaction mixture was po... Reactants: C(CCCCCCCC)(=O)Cl (nonanoyl chloride), C(C)(C)[N-]C(C)C.[Li+] (Lithium diisopropylamide), solution, C(C)(=O)OC(C)(CCCC(C=C)C)C (2,6-Dimethyl-7octen-2-yl acetate). Run in C1CCOC1 (THF). Conditions: temperature -78 celsius, time 15 minute. The product is C(CCCCCCCC)C(CC(=O)OC(C)(CCCC(C=C)C)C)=O (2,6-dimethyl-7-octen-2-yl 3-(nonanyl)-3-oxo-propionate). RXN SMILES: [CH:1]([N-]C(C)C)(C)C.[Li+].[C:9]([O:12][C:13]([CH3:22])([CH2:15][CH2:16][CH2:17][CH:18]([CH3:21])[CH:19]=[CH2:20])[CH3:14])(=[O:11])[CH3:10].[C:23](Cl)(=[O:32])[CH2:24][CH2:25][CH2:26][CH2:27][CH2:28][CH2:29][CH2:30][CH3:31]>C1COCC1>[CH2:24]([C:23](=[O:32])[CH2:10][C:9]([O:12][C:13]([CH3:22])([CH2:15][CH2:16][CH2:17][CH:18]([CH3:21])[CH:19]=[CH2:20])[CH3:14])=[O:11])[CH2:25][CH2:26][CH2:27][CH2:28][CH2:29][CH2:30][CH2:31][CH3:1] |f:0.1|. Reported procedure: Lithium diisopropylamide (75.7 mL of a 2.0 M solution, 0.151 mol) is placed into a 500 mL three-necked round-bottomed flask fitted with a magnetic stirrer, internal thermometer, argon inlet, and addition funnel. The flask is cooled to −78° C. 2,6-Dimethyl-7octen-2-yl acetate (14.14 g, 0.071 mol) is dissolved in THF (20 mL) and the resulting solution added to the flask over 45 min. Once addition is complete, the mixture is stirred for an additional 15 min. before being treated with a solution of ... Reactants: C(C)(=O)C1=NN(C(=C1S(=O)(=O)C)N)C1=C(C=C(C=C1Cl)C(F)(F)F)Cl (3-acetyl-5-amino-1-[2,6-dichloro-4-(trifluromethyl)phenyl]-4-methylsulfonyl-1H-pyrazole), SC(C)O (mercaptoethanol), S(=O)(=O)([O-])[O-].[Na+].[Na+] (sodium sulfate). The reagents and catalysts are [Cl-].[Zn+2].[Cl-] (zinc chloride). Solvent: O1CCOCC1 (dioxane). Run at temperature 0 celsius, time 17 hour. Product: NC1=C(C(=NN1C1=C(C=C(C=C1Cl)C(F)(F)F)Cl)C1(OCCS1)C)S(=O)(=O)C (5-amino-1-[2,6-dichloro-4-(trifluoromethyl)phenyl]-3-(2-methyl-1,3-oxathiolane-2-yl)-4-methylsulfonyl-1H-pyrazole), material. RXN SMILES: [C:1]([C:4]1[C:8]([S:9]([CH3:12])(=[O:11])=[O:10])=[C:7]([NH2:13])[N:6]([C:14]2[C:19]([Cl:20])=[CH:18][C:17]([C:21]([F:24])([F:23])[F:22])=[CH:16][C:15]=2[Cl:25])[N:5]=1)(=[O:3])[CH3:2].[SH:26][CH:27](O)[CH3:28].S([O-])([O-])(=O)=O.[Na+].[Na+]>O1CCOCC1.[Cl-].[Zn+2].[Cl-]>[NH2:13][C:7]1[N:6]([C:14]2[C:15]([Cl:25])=[CH:16][C:17]([C:21]([F:23])([F:22])[F:24])=[CH:18][C:19]=2[Cl:20])[N:5]=[C:4]([C:1]2([CH3:2])[S:26][CH2:27][CH2:28][O:3]2)[C:8]=1[S:9]([CH3:12])(=[O:10])=[O:11] |f:2.3.4,6.7.8|. Procedure: To a stirred solution of 54.34 grams (0.131 mole) of 3-acetyl-5-amino-1-[2,6-dichloro-4-(trifluromethyl)phenyl]-4-methylsulfonyl-1H-pyrazole in 500 mL of dioxane was added, in sequence, 36.7 mL (0.522 mole) of mercaptoethanol, 71.1 grams (0.522 mole) of anhydrous zinc chloride and 62.1 grams (0.522 mole) of anhydrous sodium sulfate while cooling at 0° C. in an ice bath. The mixture was then stirred for a period of approximately 17 hours while allowing it to warm to room temperature. The mixture ... Starting materials: Oc1ccc(Br)cc1, CC(C)[Si](Cl)(C(C)C)C(C)C, ClCCl, c1c[nH]cn1. Yields the product CC(C)[Si](Oc1ccc(Br)cc1)(C(C)C)C(C)C. Reaction SMILES: [Br:1][c:2]1[cH:3][cH:4][c:5]([OH:8])[cH:6][cH:7]1.[CH:9]([CH3:10])([CH3:11])[Si:12]([CH:13]([CH3:14])[CH3:15])([CH:16]([CH3:17])[CH3:18])[Cl:19].[Cl:25][CH2:26][Cl:27].[nH:20]1[cH:21][cH:22][n:23][cH:24]1>>[Br:1][c:2]1[cH:3][cH:4][c:5]([O:8][Si:12]([CH:9]([CH3:10])[CH3:11])([CH:13]([CH3:14])[CH3:15])[CH:16]([CH3:17])[CH3:18])[cH:6][cH:7]1. Reactants: C(CCC)C=1NC2=C(C=CC=C2C(N1)=O)C (2-n-butyl-8-methyl-quinazolin-4(1H)-one), C(C)OC(=O)C(C1=CC=CC=C1)OC1=CC=C(CBr)C=C1 (4-(α-ethoxycarbonylbenzyloxy)benzylbromide). Product: C(CCC)C1=NC2=C(C=CC=C2C(N1CC1=CC=C(C=C1)OC(C1=CC=CC=C1)C(=O)OCC)=O)C (2-n-Butyl-8-methyl-3-[4-[(α-ethoxycarbonyl)benzyloxy]benzyl]quinazolin-4-one). Reaction SMILES: [CH2:1]([C:5]1[NH:6][C:7]2[C:12]([C:13](=[O:15])[N:14]=1)=[CH:11][CH:10]=[CH:9][C:8]=2[CH3:16])[CH2:2][CH2:3][CH3:4].[CH2:17]([O:19][C:20]([CH:22]([O:29][C:30]1[CH:37]=[CH:36][C:33]([CH2:34]Br)=[CH:32][CH:31]=1)[C:23]1[CH:28]=[CH:27][CH:26]=[CH:25][CH:24]=1)=[O:21])[CH3:18]>>[CH2:1]([C:5]1[N:14]([CH2:34][C:33]2[CH:36]=[CH:37][C:30]([O:29][CH:22]([C:20]([O:19][CH2:17][CH3:18])=[O:21])[C:23]3[CH:28]=[CH:27][CH:26]=[CH:25][CH:24]=3)=[CH:31][CH:32]=2)[C:13](=[O:15])[C:12]2[C:7](=[C:8]([CH3:16])[CH:9]=[CH:10][CH:11]=2)[N:6]=1)[CH2:2][CH2:3][CH3:4]. Procedure details: Prepared analogously to Example 1a from 2-n-butyl-8-methyl-quinazolin-4(1H)-one and 4-(α-ethoxycarbonylbenzyloxy)benzylbromide. Starting materials: CCO, CCOC(=O)C1CN(Cc2ccccc2)CCN1c1ccccc1. As a reaction SMILES: [CH3:25][CH2:26][OH:27].[c:1]1([N:7]2[CH:8]([C:20](=[O:21])[O:22][CH2:23][CH3:24])[CH2:9][N:10]([CH2:13][c:14]3[cH:15][cH:16][cH:17][cH:18][cH:19]3)[CH2:11][CH2:12]2)[cH:2][cH:3][cH:4][cH:5][cH:6]1>>[c:1]1([N:7]2[CH:8]([C:20](=[O:21])[O:22][CH2:23][CH3:24])[CH2:9][NH:10][CH2:11][CH2:12]2)[cH:2][cH:3][cH:4][cH:5][cH:6]1. The product is CCOC(=O)C1CNCCN1c1ccccc1. Starting materials: SC1=NC=NC2=CC(=CC=C12)C=1C(CC(NN1)=O)C (4,5-dihydro-6-(4-mercaptoquinazolin-7-yl)-5-methyl-3(2H)-pyridazinone), CN(C=O)C (dimethylformamide), CI (methyl iodide). Run in C(C)N(CC)CC (triethylamine). Reaction conditions: time 30 minute. Product: CC1CC(NN=C1C1=CC=C2C(=NC=NC2=C1)SC)=O (4,5-dihydro-5-methyl-6-(4-methylthioquinazolin-7-yl)-3(2H)-pyridazinone). The yield is 79.0%. As a reaction SMILES: [SH:1][C:2]1[C:11]2[C:6](=[CH:7][C:8]([C:12]3[CH:13]([CH3:19])[CH2:14][C:15](=[O:18])[NH:16][N:17]=3)=[CH:9][CH:10]=2)[N:5]=[CH:4][N:3]=1.[CH3:20]N(C)C=O.CI>C(N(CC)CC)C>[CH3:19][CH:13]1[C:12]([C:8]2[CH:7]=[C:6]3[C:11]([C:2]([S:1][CH3:20])=[N:3][CH:4]=[N:5]3)=[CH:10][CH:9]=2)=[N:17][NH:16][C:15](=[O:18])[CH2:14]1. Reported procedure: To 0.36 g of Compound 56 obtained in Example 18 were added 10 ml of dimethylformamide, 0.2 ml of triethylamine and 0.1 ml of methyl iodide. The resulting mixture was stirred at room temperature for 30 minutes and then concentrated. Thereafter, water was added to the residue, and the crystals precipitated were collected by filtration and dried to give 0.3 g (79%) of 4,5-dihydro-5-methyl-6-(4-methylthioquinazolin-7-yl)-3(2H)-pyridazinone (Compound 57).